This data is from the Open Reaction Database (ORD), a public repository of structured organic reaction records. The task is: describe an organic reaction: reactants, conditions, products, and yield RXN SMILES: [C:1]1([N:7]([C:22]2[CH:27]=[CH:26][CH:25]=[CH:24][CH:23]=2)[N:8]=[CH:9][C:10]2[CH:15]=[CH:14][C:13]([N:16]([CH2:19][CH3:20])[CH2:17][CH3:18])=[CH:12][C:11]=2[OH:21])[CH:6]=[CH:5][CH:4]=[CH:3][CH:2]=1.[OH-].[K+].S([O-])([O-])(=O)=O.[Na+].[Na+].[CH2:37]([CH:39]1[O:41][CH2:40]1)Cl>C(OCC)C>[C:1]1([N:7]([C:22]2[CH:27]=[CH:26][CH:25]=[CH:24][CH:23]=2)[N:8]=[CH:9][C:10]2[CH:15]=[CH:14][C:13]([N:16]([CH2:19][CH3:20])[CH2:17][CH3:18])=[CH:12][C:11]=2[O:21][CH:40]2[O:41][CH:39]2[CH3:37])[CH:2]=[CH:3][CH:4]=[CH:5][CH:6]=1 |f:1.2,3.4.5|. Yield: 77.6%. Reactants: C1(=CC=CC=C1)N(N=CC1=C(C=C(C=C1)N(CC)CC)O)C1=CC=CC=C1 (4-diethylamino-2-hydroxybenzaldehyde N,N-diphenylhydrazone), C1(=CC=CC=C1)N(N=CC1=C(C=C(C=C1)N(CC)CC)O)C1=CC=CC=C1 (4-diethylamino-2-hydroxybenzaldehyde N,N-diphenylhydrazone), [OH-].[K+] (potassium hydroxide), S(=O)(=O)([O-])[O-].[Na+].[Na+] (sodium sulfate), C(Cl)C1CO1 (epichlorohydrin). Procedure: A mixture of the 4-diethylamino-2-hydroxybenzaldehyde N,N-diphenylhydrazone (10.0 g, 27.82 mmol, prepared as described above), 85% powdered potassium hydroxide (3.7 g, 0.05 mol), and anhydrous sodium sulfate (1.4 g, 11.13 mmol) in 35 ml of epichlorohydrin (commercially obtained from Aldrich, Milwaukee, Wis.) was stirred vigorously at 30–35° C. until the 4-diethylamino-2-hydroxybenzaldehyde N,N-diphenylhydrazone disappeared (2.5 hours, as determined by thin layer chromatography (TLC)). After term... Solvent: C(C)OCC (diethyl ether). The product is C1(=CC=CC=C1)N(N=CC1=C(C=C(C=C1)N(CC)CC)OC1C(C)O1)C1=CC=CC=C1 (4-Diethylamino-2-(1,2-epoxypropoxy)benzaldehyde N,N-diphenylhydrazone). Starting materials: [BH4-], [BH4-], CCOC(=O)C(Cc1cccc(OC(F)(F)C(F)F)c1)C(=O)c1ccc(Cl)s1, Cl, [Zn+2]. Product: CCOC(=O)C(Cc1cccc(OC(F)(F)C(F)F)c1)C(O)c1ccc(Cl)s1. RXN SMILES: [BH4-:30].[BH4-:32].[Cl:1][c:2]1[cH:3][cH:4][c:5]([C:7]([CH:8]([C:9](=[O:10])[O:11][CH2:12][CH3:13])[CH2:14][c:15]2[cH:16][c:17]([O:21][C:22]([CH:23]([F:24])[F:25])([F:26])[F:27])[cH:18][cH:19][cH:20]2)=[O:28])[s:6]1.[ClH:29].[Zn+2:31]>>[Cl:1][c:2]1[cH:3][cH:4][c:5]([CH:7]([CH:8]([C:9](=[O:10])[O:11][CH2:12][CH3:13])[CH2:14][c:15]2[cH:16][c:17]([O:21][C:22]([CH:23]([F:24])[F:25])([F:26])[F:27])[cH:18][cH:19][cH:20]2)[OH:28])[s:6]1. Reactants: FC(OC[C@H]1[C@@H](CC1)C(=O)O)F ((1R,2R)-2-((Difluoromethoxy)methyl)cyclobutanecarboxylic acid), TEA, C=1C=CC(=CC1)P(=O)(C=2C=CC=CC2)N=[N+]=[N-] (DPPA), ClC=1C=C(C=CC1F)C1=NN2C(CNCC2)=C1C(=O)N (2-(3-Chloro-4-fluorophenyl)-4,5,6,7-tetrahydropyrazolo[1,5-a]pyrazine-3-carboxamide), C1CCOC1 (THF). Run in C1(=CC=CC=C1)C (toluene), C(C)(=O)OCC (ethyl acetate). Conditions: temperature 70 celsius, time 16 hour. Product: ClC=1C=C(C=CC1F)C1=NN2C(CN(CC2)C(=O)N[C@H]2[C@@H](CC2)COC(F)F)=C1C(=O)N (2-(3-Chloro-4-fluorophenyl)-N5-((1R,2R)-2-((difluoromethoxy)methyl)cyclobutyl)-6,7-dihydropyrazolo[1,5-a]pyrazine-3,5(4H)-dicarboxamide). Isolated yield 20.0%. RXN SMILES: [F:1][CH:2]([F:12])[O:3][CH2:4][C@@H:5]1[CH2:8][CH2:7][C@H:6]1C(O)=O.C1C=CC(P([N:27]=[N+]=[N-])(C2C=CC=CC=2)=O)=CC=1.[Cl:30][C:31]1[CH:32]=[C:33]([C:38]2[C:46]([C:47]([NH2:49])=[O:48])=[C:41]3[CH2:42][NH:43][CH2:44][CH2:45][N:40]3[N:39]=2)[CH:34]=[CH:35][C:36]=1[F:37].C1[CH2:54][O:53]CC1>C1(C)C=CC=CC=1.C(OCC)(=O)C>[Cl:30][C:31]1[CH:32]=[C:33]([C:38]2[C:46]([C:47]([NH2:49])=[O:48])=[C:41]3[CH2:42][N:43]([C:54]([NH:27][C@@H:6]4[CH2:7][CH2:8][C@H:5]4[CH2:4][O:3][CH:2]([F:1])[F:12])=[O:53])[CH2:44][CH2:45][N:40]3[N:39]=2)[CH:34]=[CH:35][C:36]=1[F:37]. Reported procedure: A stirred solution of Intermediate 241B (18.34 mg, 0.102 mmol) in toluene (1 mL) at RT under nitrogen was added TEA (0.043 mL, 0.305 mmol), DPPA (0.047 mL, 0.204 mmol) and the reaction mixture was heated at 70° C. for 2 h. The reaction mass was cooled to RT and to it was added a solution of Intermediate 185B (30 mg, 0.102 mmol) in THF (1 mL) and stirred for 16 h. The reaction mass was diluted with ethyl acetate (5 mL) and the organic layer was separated. The organic layer was washed sequentially... Starting materials: C1CCOC1, CO, [K+], COC(=O)c1cn(Cc2cccc(Nc3sc(-c4c(F)cc(C(C)(C)O)cc4F)cc3C(N)=O)n2)nn1, [OH-]. Product: [K+], CC(C)(O)c1cc(F)c(-c2cc(C(N)=O)c(Nc3cccc(Cn4cc(C(=O)[O-])nn4)n3)s2)c(F)c1. Reaction SMILES: [CH2:40]1[O:41][CH2:42][CH2:43][CH2:44]1.[CH3:45][OH:46].[K+:39].[NH2:1][C:2](=[O:3])[c:4]1[c:5]([NH:21][c:22]2[cH:23][cH:24][cH:25][c:26]([CH2:28][n:29]3[n:30][n:31][c:32]([C:34](=[O:35])[O:36][CH3:37])[cH:33]3)[n:27]2)[s:6][c:7](-[c:9]2[c:10]([F:20])[cH:11][c:12]([C:16]([CH3:17])([CH3:18])[OH:19])[cH:13][c:14]2[F:15])[cH:8]1.[OH-:38]>>[K+:39].[NH2:1][C:2](=[O:3])[c:4]1[c:5]([NH:21][c:22]2[cH:23][cH:24][cH:25][c:26]([CH2:28][n:29]3[n:30][n:31][c:32]([C:34](=[O:35])[O-:36])[cH:33]3)[n:27]2)[s:6][c:7](-[c:9]2[c:10]([F:20])[cH:11][c:12]([C:16]([CH3:17])([CH3:18])[OH:19])[cH:13][c:14]2[F:15])[cH:8]1. RXN SMILES: Cl[C:2]1[CH:7]=[C:6]([C:8]2[CH:13]=[CH:12][CH:11]=[C:10]([F:14])[CH:9]=2)[N:5]=[CH:4][N:3]=1.[CH2:15]([OH:18])[C:16]#[CH:17].[H-].[Na+].O>CN(C)C=O>[F:14][C:10]1[CH:9]=[C:8]([C:6]2[CH:7]=[C:2]([O:18][CH2:15][C:16]#[CH:17])[N:3]=[CH:4][N:5]=2)[CH:13]=[CH:12][CH:11]=1 |f:2.3|. Run at time 6 hour. Solvent: CN(C=O)C (N,N-dimethylformamide). Reported procedure: In 7 ml of N,N-dimethylformamide were dissolved 207 mg of 4-chloro-6-(3-fluorophenyl)pyrimidine and 67 mg of 2-propyn-1-ol, to which 48 mg of sodium hydride (60% in oil) was added, followed by stirring at room temperature for 6 hours. The reaction mixture was then poured into water and extracted with ethyl acetate. The organic layer was washed with a saturated aqueous sodium chloride solution, dried over anhydrous magnesium sulfate, and then concentrated. The resulting residue was subjected to s... Product: FC=1C=C(C=CC1)C1=NC=NC(=C1)OCC#C (4-(3-fluorophenyl)-6-(2-propynyloxy)pyrimidine). Yield: 75.1%. Starting materials: ClC1=NC=NC(=C1)C1=CC(=CC=C1)F (4-chloro-6-(3-fluorophenyl)pyrimidine), C(C#C)O (2-propyn-1-ol), O (water), [H-].[Na+] (sodium hydride). Reactants: ClC1=CC=CC2=C1NC(OC2=O)=O (8-chloro-1H-benzo[d][1,3]oxazine-2,4-dione), BrC=1C(=C(N)C=CC1)C (3-bromo-2-methylaniline). Solvent: C=1(C(=CC=CC1)C)C (xylene), hexanes. Product: NC1=C(C(=O)NC2=C(C(=CC=C2)Br)C)C=CC=C1Cl (2-amino-N-(3-bromo-2-methylphenyl)-3-chlorobenzamide). Yield: 91.1%. As a reaction SMILES: [Cl:1][C:2]1[C:7]2[NH:8]C(=O)[O:10][C:11](=O)[C:6]=2[CH:5]=[CH:4][CH:3]=1.[Br:14][C:15]1[C:16]([CH3:22])=[C:17]([CH:19]=[CH:20][CH:21]=1)[NH2:18]>C1(C)C(C)=CC=CC=1>[NH2:8][C:7]1[C:2]([Cl:1])=[CH:3][CH:4]=[CH:5][C:6]=1[C:11]([NH:18][C:17]1[CH:19]=[CH:20][CH:21]=[C:15]([Br:14])[C:16]=1[CH3:22])=[O:10]. Procedure details: A suspension of 8-chloro-1H-benzo[d][1,3]oxazine-2,4-dione (4.00 g, 20.3 mmol) and 3-bromo-2-methylaniline (5.65 g, 30.4 mmol) in xylene (20 mL) was heated at reflux for 2.5 h. The cooled mixture formed a yellow precipitate. The mixture was diluted with hexanes, and the precipitate was collected by filtration, washed with hexanes and dried to give 2-amino-N-(3-bromo-2-methylphenyl)-3-chlorobenzamide as a yellow solid (6.28 g, 91% yield). Mass spectrum m/z 339, 341 (M+H)+. 1H NMR (400 MHz, chloro...